Task: describe an organic reaction: reactants, conditions, products, and yield. Dataset: the Open Reaction Database (ORD), a public repository of structured organic reaction records The reactants are C(C(=O)Cl)(=O)Cl (Oxalyl chloride), C(C)(=O)OCC=1N(C2=CC=C(C=C2C1)C1=CC=C(C=C1)OC(F)(F)F)CC1=CC=C(C=C1)C ({1-(4-methylbenzyl)-5-[4-(trifluoromethoxy)phenyl]-1H-indol-2-yl}methyl acetate), C1CCOC1 (THF). Reaction conditions: time 4 hour. Product: C(C)(=O)OCC=1N(C2=CC=C(C=C2C1C(C(=O)O)=O)C1=CC=C(C=C1)OC(F)(F)F)CC1=CC=C(C=C1)C ({2-[(Acetyloxy)methyl]-1-(4-methylbenzyl)-5-[4-(trifluoromethoxy)phenyl]-1H-indol-3-yl}(oxo)acetic acid). Reaction SMILES: [C:1](Cl)(=[O:5])[C:2](Cl)=[O:3].[C:7]([O:10][CH2:11][C:12]1[N:13]([CH2:32][C:33]2[CH:38]=[CH:37][C:36]([CH3:39])=[CH:35][CH:34]=2)[C:14]2[C:19]([CH:20]=1)=[CH:18][C:17]([C:21]1[CH:26]=[CH:25][C:24]([O:27][C:28]([F:31])([F:30])[F:29])=[CH:23][CH:22]=1)=[CH:16][CH:15]=2)(=[O:9])[CH3:8].C1C[O:43]CC1>>[C:7]([O:10][CH2:11][C:12]1[N:13]([CH2:32][C:33]2[CH:38]=[CH:37][C:36]([CH3:39])=[CH:35][CH:34]=2)[C:14]2[C:19]([C:20]=1[C:1](=[O:5])[C:2]([OH:43])=[O:3])=[CH:18][C:17]([C:21]1[CH:22]=[CH:23][C:24]([O:27][C:28]([F:29])([F:30])[F:31])=[CH:25][CH:26]=1)=[CH:16][CH:15]=2)(=[O:9])[CH3:8]. Procedure: Oxalyl chloride (1.05 mL) was added dropwise to a stirring solution of {1-(4-methylbenzyl)-5-[4-(trifluoromethoxy)phenyl]-1H-indol-2-yl}methyl acetate (0.515 g) in THF (17 mL) at room temperature over a period of 5 minutes under a nitrogen atmosphere. After the reaction mixture was stirred at room temperature for 4 hours, the reaction was quenched carefully with water. The aqueous mixture was extracted with ethyl acetate. The extract was washed with water, and brine, dried over anhydrous magnesi... Starting materials: C(C)OC1=C(C(=C(C=C1)C=1[Se]C(=CC1)C=CCCC)F)F (2-(4-ethoxy-2,3-difluorophenyl)-5-pent-1-enylselenophene). Reagents/catalysts: [Pd] (Pd/C). Run in C(C)(=O)OCC (ethyl acetate). Yields the product C(C)OC1=C(C(=C(C=C1)C=1[Se]C(=CC1)CCCCC)F)F (2-(4-Ethoxy-2,3-difluorophenyl)-5-pentylselenophene), solid. Reaction SMILES: [CH2:1]([O:3][C:4]1[CH:9]=[CH:8][C:7]([C:10]2[Se:11][C:12]([CH:15]=[CH:16][CH2:17][CH2:18][CH3:19])=[CH:13][CH:14]=2)=[C:6]([F:20])[C:5]=1[F:21])[CH3:2]>C(OCC)(=O)C.[Pd]>[CH2:1]([O:3][C:4]1[CH:9]=[CH:8][C:7]([C:10]2[Se:11][C:12]([CH2:15][CH2:16][CH2:17][CH2:18][CH3:19])=[CH:13][CH:14]=2)=[C:6]([F:20])[C:5]=1[F:21])[CH3:2]. Reported procedure: 2.30 g (6.22 mmol) of 2-(4-ethoxy-2,3-difluorophenyl)-5-pent-1-enylselenophene are hydrogenated in 25 ml of ethyl acetate, in the presence of Pd/C (5% of Pd) at atmospheric pressure and RT. The reaction soln. is filtered and concentrated to dryness. The crude product is purified by column chromatography (SiO2, n-heptane:EtOAc=5:1→2:1). The further purification is carried out by recrystallisation from n-heptane. 2-(4-Ethoxy-2,3-difluorophenyl)-5-pentylselenophene is obtained as a colourless solid... Starting materials: CO, O=C[O-], CNc1nc(Cl)nc(N2CCc3ccccc32)n1, [NH4+]. Product: CNc1ncnc(N2CCc3ccccc32)n1. RXN SMILES: [CH3:23][OH:24].[CH:19]([O-:20])=[O:21].[Cl:1][c:2]1[n:3][c:4]([NH:17][CH3:18])[n:5][c:6]([N:8]2[CH2:9][CH2:10][c:11]3[cH:12][cH:13][cH:14][cH:15][c:16]32)[n:7]1.[NH4+:22]>>[cH:2]1[n:3][c:4]([NH:17][CH3:18])[n:5][c:6]([N:8]2[CH2:9][CH2:10][c:11]3[cH:12][cH:13][cH:14][cH:15][c:16]32)[n:7]1. Reactants: FC(OC1=C(C=C(C=C1)C=O)B(O)O)(F)F (2-trifluoromethoxy-5-formyl-phenyl boronic acid), BrC1=C(C=C2C(CC(N(C2=C1)CC)=O)(C)C)C (7-Bromo-1-ethyl-4,4,6-trimethyl-3,4-dihydro-1H-quinolin-2-one), solution, C([O-])([O-])=O.[K+].[K+] (potassium carbonate). The reagents and catalysts are C=1C=CC(=CC1)[P](C=2C=CC=CC2)(C=3C=CC=CC3)[Pd]([P](C=4C=CC=CC4)(C=5C=CC=CC5)C=6C=CC=CC6)([P](C=7C=CC=CC7)(C=8C=CC=CC8)C=9C=CC=CC9)[P](C=1C=CC=CC1)(C=1C=CC=CC1)C=1C=CC=CC1 (tetrakis(triphenylphosphine)palladium(0)). Solvent: C1(=CC=CC=C1)C (toluene), C1(=CC=CC=C1)C (toluene). The product is C(C)N1C(CC(C2=CC(=C(C=C12)C=1C=C(C=O)C=CC1OC(F)(F)F)C)(C)C)=O (3-(1-Ethyl-4,4,6-trimethyl-2-oxo-1,2,3,4-tetrahydro-quinolin-7-yl)-4-trifluoromethoxy-benzaldehyde). Yield: 64.9%. Reaction SMILES: Br[C:2]1[CH:11]=[C:10]2[C:5]([C:6]([CH3:16])([CH3:15])[CH2:7][C:8](=[O:14])[N:9]2[CH2:12][CH3:13])=[CH:4][C:3]=1[CH3:17].[F:18][C:19]([F:33])([F:32])[O:20][C:21]1[CH:26]=[CH:25][C:24]([CH:27]=[O:28])=[CH:23][C:22]=1B(O)O.C(=O)([O-])[O-].[K+].[K+]>C1(C)C=CC=CC=1.C1C=CC([P]([Pd]([P](C2C=CC=CC=2)(C2C=CC=CC=2)C2C=CC=CC=2)([P](C2C=CC=CC=2)(C2C=CC=CC=2)C2C=CC=CC=2)[P](C2C=CC=CC=2)(C2C=CC=CC=2)C2C=CC=CC=2)(C2C=CC=CC=2)C2C=CC=CC=2)=CC=1>[CH2:12]([N:9]1[C:10]2[C:5](=[CH:4][C:3]([CH3:17])=[C:2]([C:26]3[CH:25]=[C:24]([CH:23]=[CH:22][C:21]=3[O:20][C:19]([F:18])([F:32])[F:33])[CH:27]=[O:28])[CH:11]=2)[C:6]([CH3:16])([CH3:15])[CH2:7][C:8]1=[O:14])[CH3:13] |f:2.3.4,^1:50,52,71,90|. Procedure details: A solution of Compound 1A (1 g, 3.38 mmol) in 17 mL of toluene was added to a flask containing 2-trifluoromethoxy-5-formyl-phenyl boronic acid (0.95 g, 4.05 mmol), prepared by the procedure described in WO 03/075924, and tetrakis(triphenylphosphine)palladium(0) (195 mg, 0.17 mmol) in 4 mL of toluene. Next, 3.4 mL of a 2M solution of potassium carbonate was added and the reaction heated to reflux for four hours, after which the reaction was cooled and partitioned between ethyl acetate (100 mL) an... Reactants: C(C)(C)(C)OC(=O)NC1CCCCCC=CC2CC2(NC(C2CC(CN2C1=O)OC1=NC=CC2=CC=CC=C12)=O)C(=O)O (14-tert-butoxycarbonylamino-18-(isoquinolin-1-yloxy)-2,15-dioxo-3,16-diaza-tricyclo[14.3.0.04,6]-nonadec-7-ene-4-carboxylic acid), C1(CC1)S(=O)(=O)N (cyclopropylsulfonamide). The solvent is CO.C(Cl)Cl (methanol methylene chloride). Product: C(C)(C)(C)OC(NC1CCCCCC=CC2CC2(NC(C2CC(CN2C1=O)OC1=NC=CC2=CC=CC=C12)=O)C(=O)NS(=O)(=O)C1CC1)=O ([4-cyclopropanesulfonylaminocarbonyl-18-(isoquinolin-1-yloxy)-2,15-dioxo-3,16-diaza-tricyclo-[14.3.0.04,6]-nonadec-7-en-14-yl]-carbamic acid tert-butyl ester). Yield: 52.7%. RXN SMILES: [C:1]([O:5][C:6]([NH:8][CH:9]1[C:27](=[O:28])[N:26]2[CH:22]([CH2:23][CH:24]([O:29][C:30]3[C:39]4[C:34](=[CH:35][CH:36]=[CH:37][CH:38]=4)[CH:33]=[CH:32][N:31]=3)[CH2:25]2)[C:21](=[O:40])[NH:20][C:19]2([C:41](O)=[O:42])[CH:17]([CH2:18]2)[CH:16]=[CH:15][CH2:14][CH2:13][CH2:12][CH2:11][CH2:10]1)=[O:7])([CH3:4])([CH3:3])[CH3:2].[CH:44]1([S:47]([NH2:50])(=[O:49])=[O:48])[CH2:46][CH2:45]1>CO.C(Cl)Cl>[C:1]([O:5][C:6](=[O:7])[NH:8][CH:9]1[C:27](=[O:28])[N:26]2[CH:22]([CH2:23][CH:24]([O:29][C:30]3[C:39]4[C:34](=[CH:35][CH:36]=[CH:37][CH:38]=4)[CH:33]=[CH:32][N:31]=3)[CH2:25]2)[C:21](=[O:40])[NH:20][C:19]2([C:41]([NH:50][S:47]([CH:44]3[CH2:46][CH2:45]3)(=[O:49])=[O:48])=[O:42])[CH:17]([CH2:18]2)[CH:16]=[CH:15][CH2:14][CH2:13][CH2:12][CH2:11][CH2:10]1)([CH3:2])([CH3:3])[CH3:4] |f:2.3|. Procedure details: Prepared from 14-tert-butoxycarbonylamino-18-(isoquinolin-1-yloxy)-2,15-dioxo-3,16-diaza-tricyclo[14.3.0.04,6]-nonadec-7-ene-4-carboxylic acid etherate (100 mg, 0.15 mmol) and cyclopropylsulfonamide (24 mg, 0.20 mmol) as described in the general procedure above. Flash chromatography (2% methanol/methylene chloride) gave 55 mg (53%) of [4-cyclopropanesulfonylaminocarbonyl-18-(isoquinolin-1-yloxy)-2,15-dioxo-3,16-diaza-tricyclo-[14.3.0.04,6]-nonadec-7-en-14-yl]-carbamic acid tert-butyl ester as a ... Isolated yield 33.0%. Reported procedure: The titled compound (yield=33%, white solid) was prepared using a procedure analogous to that described in connection with 9 (Example 9) except 2F (Example 2) and 2-methoxypyrimidin-5-yl boronic acid were used as starting materials. 1H NMR (400 MHz, DMSO-d6) δ ppm 1.27 (s, 6H) 3.49 (d, J=5.05 Hz, 2H) 4.01 (s, 3H) 4.78 (t, J=5.31 Hz, 1H) 7.58 (d, J=8.59 Hz, 2H) 8.10 (d, J=8.59 Hz, 2H) 8.16 (d, J=8.59 Hz, 1H) 8.22-8.29 (m, 1H) 9.33 (s, 2H) 13.02 (s, 1H); ESI-MS: m/z 436.0 (M+H)+. RXN SMILES: Br[C:2]1[N:7]=[C:6]2[S:8][C:9]([NH:11][C:12](=[O:24])[C:13]3[CH:18]=[CH:17][C:16]([C:19]([CH3:23])([CH3:22])[CH2:20][OH:21])=[CH:15][CH:14]=3)=[N:10][C:5]2=[CH:4][CH:3]=1.[CH3:25][O:26][C:27]1[N:32]=[CH:31][C:30](B(O)O)=[CH:29][N:28]=1>>[OH:21][CH2:20][C:19]([C:16]1[CH:17]=[CH:18][C:13]([C:12]([NH:11][C:9]2[S:8][C:6]3[C:5]([N:10]=2)=[CH:4][CH:3]=[C:2]([C:30]2[CH:29]=[N:28][C:27]([O:26][CH3:25])=[N:32][CH:31]=2)[N:7]=3)=[O:24])=[CH:14][CH:15]=1)([CH3:23])[CH3:22]. Starting materials: BrC1=CC=C2C(=N1)SC(=N2)NC(C2=CC=C(C=C2)C(CO)(C)C)=O (N-(5-bromothiazolo[5,4-b]pyridin-2-yl)-4-(1-hydroxy-2-methylpropan-2-yl)benzamide), COC1=NC=C(C=N1)B(O)O (2-methoxypyrimidin-5-yl boronic acid). Product: OCC(C)(C)C1=CC=C(C(=O)NC=2SC3=NC(=CC=C3N2)C=2C=NC(=NC2)OC)C=C1 (4-(1-hydroxy-2-methylpropan-2-yl)-N-(5-(2-methoxypyrimidin-5-yl)thiazolo[5,4-b]pyridin-2-yl)benzamide).